Task: describe an organic reaction: reactants, conditions, products, and yield. Dataset: the Open Reaction Database (ORD), a public repository of structured organic reaction records Starting materials: CCCCO, O=S(=O)(Nc1ncc(Cl)nc1Cl)c1cccc(Cl)c1Cl. The product is CCCCOc1nc(Cl)cnc1NS(=O)(=O)c1cccc(Cl)c1Cl. As a reaction SMILES: [CH2:21]([CH2:22][CH2:23][CH3:24])[OH:25].[Cl:1][c:2]1[c:3]([S:9](=[O:10])(=[O:11])[NH:12][c:13]2[n:14][cH:15][c:16]([Cl:20])[n:17][c:18]2[Cl:19])[cH:4][cH:5][cH:6][c:7]1[Cl:8]>>[Cl:1][c:2]1[c:3]([S:9](=[O:10])(=[O:11])[NH:12][c:13]2[n:14][cH:15][c:16]([Cl:20])[n:17][c:18]2[O:25][CH2:21][CH2:22][CH2:23][CH3:24])[cH:4][cH:5][cH:6][c:7]1[Cl:8]. The reactants are NC1=CC(CC(C1)(C)C)=O (3-amino-5,5-dimethyl-2-cyclohexen-1-one), COC(C1=CC(=CC=C1)N1C=NC=C1)OC (3-(1-imidazolyl)-benzaldehyde dimethyl acetal). Product: N1(C=NC=C1)C=1C=C(C=CC1)C1C=2C(CC(CC2NC=2CC(CC(C12)=O)(C)C)(C)C)=O (3,4,6,7,9,10-hexahydro-9-[3-(1-imidazolyl)-phenyl]-3,3,6,6-tetramethyl-1,8(2H,5H)-acridinedione). Reaction SMILES: [NH2:1][C:2]1[CH2:7][C:6]([CH3:9])([CH3:8])[CH2:5][C:4](=[O:10])[CH:3]=1.CO[CH:13](OC)[C:14]1[CH:19]=[CH:18][CH:17]=[C:16]([N:20]2[CH:24]=[CH:23][N:22]=[CH:21]2)[CH:15]=1>>[N:20]1([C:16]2[CH:15]=[C:14]([CH:13]3[C:3]4[C:4](=[O:10])[CH2:5][C:6]([CH3:9])([CH3:8])[CH2:7][C:2]=4[NH:1][C:2]4[CH2:7][C:6]([CH3:9])([CH3:8])[CH2:5][C:4](=[O:10])[C:3]3=4)[CH:19]=[CH:18][CH:17]=2)[CH:24]=[CH:23][N:22]=[CH:21]1. Reported procedure: Reaction of 3-amino-5,5-dimethyl-2-cyclohexen-1-one with 3-(1-imidazolyl)-benzaldehyde dimethyl acetal in an analogous manner to that described in Example 1 gave 3,4,6,7,9,10-hexahydro-9-[3-(1-imidazolyl)-phenyl]-3,3,6,6-tetramethyl-1,8(2H,5H)-acridinedione. Crystallization from methanol/water gave a yellow crystalline solid of melting point 286-288° C. Reactants: C1CCOC1, [Li+], CCOC(=O)CN1CCC(C2CCN(C(=O)C(Cc3cc(C)c4c(c3)OCCO4)OC(=O)N3CCC(N4CCc5ccccc5NC4=O)CC3)CC2)CC1, [OH-], O. The product is Cc1cc(CC(OC(=O)N2CCC(N3CCc4ccccc4NC3=O)CC2)C(=O)N2CCC(C3CCN(CC(=O)O)CC3)CC2)cc2c1OCCO2. RXN SMILES: [CH2:58]1[O:59][CH2:60][CH2:61][CH2:62]1.[Li+:2].[O:3]=[C:4]1[NH:5][c:6]2[c:7]([cH:53][cH:54][cH:55][cH:56]2)[CH2:8][CH2:9][N:10]1[CH:11]1[CH2:12][CH2:13][N:14]([C:17](=[O:18])[O:19][CH:20]([C:21](=[O:22])[N:23]2[CH2:24][CH2:25][CH:26]([CH:29]3[CH2:30][CH2:31][N:32]([CH2:35][C:36](=[O:37])[O:38][CH2:39][CH3:40])[CH2:33][CH2:34]3)[CH2:27][CH2:28]2)[CH2:41][c:42]2[cH:43][c:44]3[c:45]([c:50]([CH3:52])[cH:51]2)[O:46][CH2:47][CH2:48][O:49]3)[CH2:15][CH2:16]1.[OH-:1].[OH2:57]>>[O:3]=[C:4]1[NH:5][c:6]2[c:7]([cH:53][cH:54][cH:55][cH:56]2)[CH2:8][CH2:9][N:10]1[CH:11]1[CH2:12][CH2:13][N:14]([C:17](=[O:18])[O:19][CH:20]([C:21](=[O:22])[N:23]2[CH2:24][CH2:25][CH:26]([CH:29]3[CH2:30][CH2:31][N:32]([CH2:35][C:36](=[O:37])[OH:38])[CH2:33][CH2:34]3)[CH2:27][CH2:28]2)[CH2:41][c:42]2[cH:43][c:44]3[c:45]([c:50]([CH3:52])[cH:51]2)[O:46][CH2:47][CH2:48][O:49]3)[CH2:15][CH2:16]1. Starting materials: C(C)N(C1=C(C=CC(=C1)OC)C1CC=2C=CC(=CC2CC1)OC(C(C)(C)C)=O)C(C1=CC=C(C=C1)O)=O (pivalic acid 6-{2-[ethyl(4-hydroxybenzoyl)amino]-4-methoxyphenyl}-5,6,7,8-tetrahydronaphthalen-2-yl ester), N1(CCC1)C(CCl)=O (1-azetidin-1-yl-2-chloroethanone). Product: N1(CCC1)CCOC1=CC=C(CCCNC2=C(C=CC(=C2)OC)C2CC=3C=CC(=CC3CC2)O)C=C1 (6-{2-{[4-(2-Azetidin-1-ylethoxy)benzyl]ethylamino}-4-methoxyphenyl}-5,6,7,8-tetrahydronaphthalen-2-ol). The yield is 37.3%. As a reaction SMILES: C([N:3](C(=O)C1C=CC(O)=CC=1)[C:4]1[CH:9]=[C:8]([O:10][CH3:11])[CH:7]=[CH:6][C:5]=1[CH:12]1[CH2:21][CH2:20][C:19]2[CH:18]=[C:17]([O:22]C(=O)C(C)(C)C)[CH:16]=[CH:15][C:14]=2[CH2:13]1)C.[N:38]1([C:42](=O)[CH2:43]Cl)[CH2:41][CH2:40][CH2:39]1>>[N:38]1([CH2:42][CH2:43][O:10][C:8]2[CH:9]=[CH:4][C:5]([CH2:12][CH2:13][CH2:14][NH:3][C:4]3[CH:9]=[C:8]([O:10][CH3:11])[CH:7]=[CH:6][C:5]=3[CH:12]3[CH2:21][CH2:20][C:19]4[CH:18]=[C:17]([OH:22])[CH:16]=[CH:15][C:14]=4[CH2:13]3)=[CH:6][CH:7]=2)[CH2:41][CH2:40][CH2:39]1. Procedure: Synthesized from pivalic acid 6-{2-[ethyl(4-hydroxybenzoyl)amino]-4-methoxyphenyl}-5,6,7,8-tetrahydronaphthalen-2-yl ester (26 mg) and 1-azetidin-1-yl-2-chloroethanone (15 mg) according to an analogous synthetic method to Example 404 and purified by LC-MS, the title compound (4.7 mg) was obtained. Reactants: C(CCCCCCCC)O (nonanol), paraffin, ( b ). The reagents and catalysts are [Rh] (rhodium). Yields the product octenes, C(CCCCCCCC)=O (nonanal). Isolated yield 66.0%. Reaction SMILES: [CH2:1]([OH:10])[CH2:2][CH2:3][CH2:4][CH2:5][CH2:6][CH2:7][CH2:8][CH3:9]>[Rh]>[CH:1](=[O:10])[CH2:2][CH2:3][CH2:4][CH2:5][CH2:6][CH2:7][CH2:8][CH3:9]. Procedure: Repetition of step 1 (12 ppm of Rh), rhodium catalyst/bottoms solution from (b) being used. A conversion of octenes of 99% and a yield of 66% nonanal and 15% nonanol were obtained at a 16% balance loss (based on octene-N: mechanical losses, formation of high-boilers and paraffin included). The reactants are O=P(C=1C=CC=CC1Cl)(C2CCCCC2)C3CCCCC3. Reagents/catalysts: O1B(OC(C)(C)C1(C)C)B2OC(C)(C)C(O2)(C)C, O=C(NC=1C=CC=CC1C=2C=NC(=CC2)C3=NC=CC=C3)NC4CCCCC4, C[OH2+].C[OH2+].C1CC=CCCC=C1.C1CC=CCCC=C1.[Ir].[Ir]. Run in C=1C=C(C=CC1C)C. Reaction conditions: temperature 25 celsius, time 16 hour. Product: O=P(C1=CC(=CC=C1Cl)B2OC(C)(C)C(O2)(C)C)(C3CCCCC3)C4CCCCC4. Isolated yield 96.0%. Starting materials: CSCc1cc(OC23CC4CC(CC(C4)C2)C3)ccc1N, CCO. Product: Cc1cc(OC23CC4CC(CC(C4)C2)C3)ccc1N. Reaction SMILES: [C:1]12([O:11][c:12]3[cH:13][c:14]([CH2:19][S:20][CH3:21])[c:15]([NH2:16])[cH:17][cH:18]3)[CH2:2][CH:3]3[CH2:4][CH:5]([CH2:6][CH:7]([CH2:8]1)[CH2:9]3)[CH2:10]2.[CH3:22][CH2:23][OH:24]>>[C:1]12([O:11][c:12]3[cH:13][c:14]([CH3:19])[c:15]([NH2:16])[cH:17][cH:18]3)[CH2:2][CH:3]3[CH2:4][CH:5]([CH2:6][CH:7]([CH2:8]1)[CH2:9]3)[CH2:10]2. The reactants are ClC1=NC(=CN=C1)Cl (2,6-dichloropyrazine), [C-]#N.[K+] (potassium cyanide), CN(C)C=O (DMF). Run in O (H2O), O (H2O). Conditions: temperature 100 celsius, time 3 hour. Yields the product ClC1=CN=CC(=N1)C(=O)N (6-chloropyrazine-2-carboxylic acid amide). The yield is 32.0%. RXN SMILES: Cl[C:2]1[CH:7]=[N:6][CH:5]=[C:4]([Cl:8])[N:3]=1.[C-]#N.[K+].C[N:13]([CH:15]=[O:16])C>O>[Cl:8][C:4]1[N:3]=[C:2]([C:15]([NH2:13])=[O:16])[CH:7]=[N:6][CH:5]=1 |f:1.2|. Procedure: To a solution of 2,6-dichloropyrazine (50 mg, 0.34 mmol) in DMF (1 mL) was added a solution of potassium cyanide (24 mg, 0.37 mmol) in H2O (1 mL). After stirring for 3 h at 100° C., the reaction mixture was cooled to r.t., poured into H2O (10 mL) and extracted with EtOAc three times. The combined organic layer was dried over MgSO4, filtered and concentrated. The crude product was purified by column chromatography (silica gel, EtOAc:Hexane, 3:7) to give 15 mg of the desired product. Yield: 32%. The reactants are [BH4-].[Na+] (Sodium borohydride), CN1[C@@H]2C[C@H](C[C@H]1[C@H]3[C@H]2O3)OC(=O)[C@H](CO)C=4C=CC=CC4 (scopolamine), Cl (hydrochloric acid). Run in C(C)OCC (diethyl ether), C(C)O (ethanol). Reaction conditions: time 24 hour. Product: CN1C2C3OC3C1CC(C2)O (9-Methyl-3-oxa-9-azatricyclo[3.3.1.02,4]nonan-7-ol). The yield is 50.0%. RXN SMILES: [BH4-].[Na+].[CH3:3][N:4]1[C@@H:9]2[C@@H:10]3[O:12][C@H:11]3[C@H:5]1[CH2:6][C@@H:7]([O:13]C([C@@H](C1C=CC=CC=1)CO)=O)[CH2:8]2.Cl>C(O)C.C(OCC)C>[CH3:3][N:4]1[CH:9]2[CH2:8][CH:7]([OH:13])[CH2:6][CH:5]1[CH:11]1[CH:10]2[O:12]1 |f:0.1|. Procedure details: Sodium borohydride (39.0 g, 1.03 mol) was added portionwise to a stirred suspension of scopolamine (75 g, 171 mmol) in ethanol (743 mL), at 0° C. under a nitrogen atmosphere and the reaction mixture was stirred at ambient temperature for 24 h. The mixture was then acidified with 2M hydrochloric acid in diethyl ether (600 mL) and stirred for another 24 h at ambient temperature. The reaction mixture was filtered and the resulting solid was washed with diethyl ether. The dried solid was dissolved i...